This data is from the Open Reaction Database (ORD), a public repository of structured organic reaction records. The task is: describe an organic reaction: reactants, conditions, products, and yield Reactants: NC1=NNC(=N1)CC (3-amino-5-ethyl-1,2,4-triazole), CN(C=CC(=O)C=1C=NC=CC1)C (3-dimethylamino-1-(3-pyridyl)-2-propene-1-one). Run in C(C)(=O)O (acetic acid). Yields the product C(C)C1=NN2C(N=CC=C2C=2C=NC=CC2)=N1 (2-Ethyl-7-(3-pyridyl)[1,2,4]triazolo[1,5-a]pyrimidine). The yield is 67.1%. RXN SMILES: [NH2:1][C:2]1[N:6]=[C:5]([CH2:7][CH3:8])[NH:4][N:3]=1.CN(C)[CH:11]=[CH:12][C:13]([C:15]1[CH:16]=[N:17][CH:18]=[CH:19][CH:20]=1)=O>C(O)(=O)C>[CH2:7]([C:5]1[N:6]=[C:2]2[N:1]=[CH:11][CH:12]=[C:13]([C:15]3[CH:16]=[N:17][CH:18]=[CH:19][CH:20]=3)[N:3]2[N:4]=1)[CH3:8]. Reported procedure: A mixture of 1.12 g of 3-amino-5-ethyl-1,2,4-triazole and 1.76 g of 3-dimethylamino-1-(3-pyridyl)-2-propene-1-one in 25 ml of glacial acetic acid was refluxed for six hours and the procedure of Example 1 was continued to give 1.51 g of the desired product as colorless needles, mp 147°-149° C. Starting materials: O (water), CI (methyl iodide), C([O-])([O-])=O.[K+].[K+] (potassium carbonate), NC1(CCN(C2=CC=CC=C12)C)C(=O)OC (4-amino-4-methoxycarbonyl-1-methyl-1,2,3,4-tetrahydroquinoline), CN(C=O)C (dimethylformamide). Run at time 15 hour. Yields the product CN(C1(CCN(C2=CC=CC=C12)C)C(=O)OC)C (4-dimethylamino-4-methoxycarbonyl-1-methyl-1,2,3,4-tetrahydroquinoline). RXN SMILES: NC1(C(OC)=O)[C:11]2[C:6](=[CH:7][CH:8]=[CH:9][CH:10]=2)[N:5]([CH3:12])[CH2:4][CH2:3]1.[CH3:17]I.[C:19](=[O:22])([O-])[O-:20].[K+].[K+].O.[CH3:26][N:27]([CH3:30])[CH:28]=O>>[CH3:26][N:27]([CH3:30])[C:28]1([C:19]([O:20][CH3:17])=[O:22])[C:11]2[C:6](=[CH:7][CH:8]=[CH:9][CH:10]=2)[N:5]([CH3:12])[CH2:4][CH2:3]1 |f:2.3.4|. Reported procedure: 1.55 g of 4-amino-4-methoxycarbonyl-1-methyl-1,2,3,4-tetrahydroquinoline obtained in Step 1 was dissolved in 50 ml of dimethylformamide, then added with 2.24 g of methyl iodide and 2.14 g of anhydrous potassium carbonate and the mixture was stirred at room temperature for 15 hours. The reaction mixture was poured into water and extracted with ether. The ether phase was washed with water and dried with anhydrous magnesium sulfate. The solvent was removed to obtain 1.51 g of the title compound as ... Yields the product CC1(N(CCC2=CC=CC=C12)C)C (1,1,2-Trimethyl-1,2,3,4-tetrahydroisoquinoline). Starting materials: C[Mg]Br (Methyl magnesium bromide), [I-].CC1=[N+](CCC2=CC=CC=C12)C (1,2-dimethyl-3,4-dihydroisoquinolinium iodide). Reaction SMILES: [CH3:1][Mg]Br.[I-].[CH3:5][C:6]1[C:15]2[C:10](=[CH:11][CH:12]=[CH:13][CH:14]=2)[CH2:9][CH2:8][N+:7]=1[CH3:16]>C1COCC1>[CH3:5][C:6]1([CH3:1])[C:15]2[C:10](=[CH:11][CH:12]=[CH:13][CH:14]=2)[CH2:9][CH2:8][N:7]1[CH3:16] |f:1.2|. Conditions: time 1 hour. Solvent: C1CCOC1 (THF). Reported procedure: Methyl magnesium bromide (4.5 ml, 3M in Et2O) was added to a stirred suspension of 1,2-dimethyl-3,4-dihydroisoquinolinium iodide (1.3 g) in dry THF (20 ml) at −70° C. under argon. After 1 h, the mixture was allowed to warm slowly to room temperature and stirred overnight. The mixture was quenched by cautious addition of water and extracted with ethyl acetate. The extract was washed with water, brine, dried (MgSO4) and evaporated in vacuo to give the title compound as a pink oil (730 mg). Yields the product ClC=1C=C2C(=CNC2=CC1)C(C=1C=C(C=CC1)C)N(C)C ([(5-Chloro-1H-indol-3-yl)-m-tolyl-methyl]-dimethyl-amine). Reported procedure: The preparation was carried out in accordance with general synthesis instructions 4 from 5-chloro-1H-indole and (3-methyl-benzylidene)-dimethylammonium chloride, which had been prepared in accordance with example 44 from 3-methyl-benzaldehyde and dimethylamine. As a reaction SMILES: [Cl:1][C:2]1[CH:3]=[C:4]2[C:8](=[CH:9][CH:10]=1)[NH:7][CH:6]=[CH:5]2.[Cl-].[CH3:12][C:13]1[CH:14]=[C:15]([CH:20]=[CH:21][CH:22]=1)[CH:16]=[N+:17]([CH3:19])[CH3:18].CC1C=C(C=CC=1)C=O.CNC>>[Cl:1][C:2]1[CH:3]=[C:4]2[C:8](=[CH:9][CH:10]=1)[NH:7][CH:6]=[C:5]2[CH:16]([N:17]([CH3:18])[CH3:19])[C:15]1[CH:14]=[C:13]([CH3:12])[CH:22]=[CH:21][CH:20]=1 |f:1.2|. The reactants are ClC=1C=C2C=CNC2=CC1 (5-chloro-1H-indole), [Cl-].CC=1C=C(C=[N+](C)C)C=CC1 ((3-methyl-benzylidene)-dimethylammonium chloride), CC=1C=C(C=O)C=CC1 (3-methyl-benzaldehyde), CNC (dimethylamine).